Task: describe an organic reaction: reactants, conditions, products, and yield. Dataset: the Open Reaction Database (ORD), a public repository of structured organic reaction records Starting materials: C(C)OC(=O)C=1NC=C(C1)CNC1=CC=C(C=C1)Cl (4-[(4-chlorophenylamino)-methyl]-1H-pyrrole-2-carboxylic acid ethyl ester), C(C)(C)N(C(C)C)CC (N,N-diisopropyl ethyl amine), C(C)(=O)Cl (acetyl chloride). Run in C(Cl)Cl (methylene chloride). Run at temperature 0 celsius. The product is C(C)OC(=O)C=1NC=C(C1)CN(C1=CC=C(C=C1)Cl)C(C)=O (4-[(Acetyl-(4-chlorophenyl)-amino)-methyl]-1H-pyrrole-2-carboxylic acid ethyl ester). Isolated yield 81.8%. RXN SMILES: [CH2:1]([O:3][C:4]([C:6]1[NH:7][CH:8]=[C:9]([CH2:11][NH:12][C:13]2[CH:18]=[CH:17][C:16]([Cl:19])=[CH:15][CH:14]=2)[CH:10]=1)=[O:5])[CH3:2].C(N(CC)C(C)C)(C)C.[C:29](Cl)(=[O:31])[CH3:30]>C(Cl)Cl>[CH2:1]([O:3][C:4]([C:6]1[NH:7][CH:8]=[C:9]([CH2:11][N:12]([C:29](=[O:31])[CH3:30])[C:13]2[CH:14]=[CH:15][C:16]([Cl:19])=[CH:17][CH:18]=2)[CH:10]=1)=[O:5])[CH3:2]. Procedure details: 4-[(4-chlorophenylamino)-methyl]-1H-pyrrole-2-carboxylic acid ethyl ester (187) (0.2868 g, 1.03 mmol) was weighed out into a 10 mL flask. A stir bar and septum were added, and the flask was purged with nitrogen. The amine was dissolved in methylene chloride (2.6 mL, 0.4 M) and then the flask was cooled to 0° C. N,N-diisopropyl ethyl amine (0.1971 mL, 1.13 mmol) was added, then acetyl chloride (0.0805 mL, 1.13 mmol) was added slowly by syringe to the stirring 0° C. solution. The reaction was then... Reactants: BrCCCCCCBr, [Na+], [OH-], O, OCCCc1ncccc1OCc1ccccc1. Yields the product BrCCCCCCOCCCc1ncccc1OCc1ccccc1. As a reaction SMILES: [Br:19][CH2:20][CH2:21][CH2:22][CH2:23][CH2:24][CH2:25][Br:26].[Na+:28].[OH-:27].[OH2:29].[c:1]1([CH2:7][O:8][c:9]2[c:10]([CH2:15][CH2:16][CH2:17][OH:18])[n:11][cH:12][cH:13][cH:14]2)[cH:2][cH:3][cH:4][cH:5][cH:6]1>>[c:1]1([CH2:7][O:8][c:9]2[c:10]([CH2:15][CH2:16][CH2:17][O:18][CH2:25][CH2:24][CH2:23][CH2:22][CH2:21][CH2:20][Br:19])[n:11][cH:12][cH:13][cH:14]2)[cH:2][cH:3][cH:4][cH:5][cH:6]1. Starting materials: [I-].C[N+]1=C(C=CC=C1)Cl (1-methyl-2-chloropyridinium iodide), C(#N)C=1C(=NC=CC1)C=1C=C(N)C=CC1 (3-(3-cyanopyridin-2-yl)aniline), C(C)(C)(C)OC(=O)NC(=S)NC(=O)OC(C)(C)C (N,N′-bis(tert-butoxycarbonyl)thiourea), C(C)(C)N(CC)C(C)C (diisopropylethylamine). Solvent: ClCCl (dichloromethane), ClCCl (dichloromethane). Run at time 18 hour. Yields the product C(C)(C)(C)OC(=O)NC(=NC1=CC(=CC=C1)C1=NC=CC=C1C#N)NC(=O)OC(C)(C)C (N,N′-bis(tert-butoxycarbonyl)-N″-(3-(3-cyanopyridin-2-yl)phenyl)guanidine). Isolated yield 87.6%. As a reaction SMILES: [C:1]([C:3]1[C:4]([C:9]2[CH:10]=[C:11]([CH:13]=[CH:14][CH:15]=2)[NH2:12])=[N:5][CH:6]=[CH:7][CH:8]=1)#[N:2].[C:16]([O:20][C:21]([NH:23][C:24]([NH:26][C:27]([O:29][C:30]([CH3:33])([CH3:32])[CH3:31])=[O:28])=S)=[O:22])([CH3:19])([CH3:18])[CH3:17].C(N(C(C)C)CC)(C)C.[I-].C[N+]1C=CC=CC=1Cl>ClCCl>[C:30]([O:29][C:27]([NH:26][C:24]([NH:23][C:21]([O:20][C:16]([CH3:19])([CH3:18])[CH3:17])=[O:22])=[N:12][C:11]1[CH:13]=[CH:14][CH:15]=[C:9]([C:4]2[C:3]([C:1]#[N:2])=[CH:8][CH:7]=[CH:6][N:5]=2)[CH:10]=1)=[O:28])([CH3:33])([CH3:32])[CH3:31] |f:3.4|. Reported procedure: To a suspension of 3-(3-cyanopyridin-2-yl)aniline (195 mg), N,N′-bis(tert-butoxycarbonyl)thiourea (332 mg) and diisopropylethylamine (0.401 ml) in dichloromethane (10 ml) was added 1-methyl-2-chloropyridinium iodide (332 mg), and the mixture was stirred for 18 hours. The mixture was diluted with dichloromethane, washed with water and brine, dried over magnesium sulfate and evaporated under reduced pressure. The residue was crystallized from methanol. The precipitate was collected by filtration, ... Reactants: NC1=CC(=NN1C1=CC=CC=C1)C(=O)OCC (ethyl 5-amino-1-phenyl-1H-pyrazole-3-carboxylate), O (water), C(C)N(C(C)C)C(C)C (N-ethyldiisopropylamine), C(C1=CC=CC=C1)(=O)Cl (benzoyl chloride). Run in CN(C(C)=O)C (N,N-dimethylacetamide). Reaction conditions: time 18 hour. Product: C1(=CC=CC=C1)N1N=C(C=C1NC(=O)C1=CC=CC=C1)C(=O)OCC (ethyl 1-phenyl-5-[(phenylcarbonyl)amino]-1H-pyrazole-3-carboxylate). Yield: 76.2%. As a reaction SMILES: [NH2:1][C:2]1[N:6]([C:7]2[CH:12]=[CH:11][CH:10]=[CH:9][CH:8]=2)[N:5]=[C:4]([C:13]([O:15][CH2:16][CH3:17])=[O:14])[CH:3]=1.C(N(C(C)C)C(C)C)C.[C:27](Cl)(=[O:34])[C:28]1[CH:33]=[CH:32][CH:31]=[CH:30][CH:29]=1.O>CN(C)C(=O)C>[C:7]1([N:6]2[C:2]([NH:1][C:27]([C:28]3[CH:33]=[CH:32][CH:31]=[CH:30][CH:29]=3)=[O:34])=[CH:3][C:4]([C:13]([O:15][CH2:16][CH3:17])=[O:14])=[N:5]2)[CH:12]=[CH:11][CH:10]=[CH:9][CH:8]=1. Procedure: To a solution of ethyl 5-amino-1-phenyl-1H-pyrazole-3-carboxylate (498 mg) synthesized according to the method described in WO2004/98589 in N,N-dimethylacetamide (10 mL) were added N-ethyldiisopropylamine (417 mg) and benzoyl chloride (453 mg) at room temperature. After stirring at the same temperature for 18 hr, water was added and the mixture was extracted with ethyl acetate. The extract was washed with saturated brine, dried over anhydrous sodium sulfate, and concentrated under reduced pressu... Starting materials: CCN=C=NCCCN(C)C, COc1ccc(C2CCNCC2)cc1OC1CCCC1, ClCCl, O=C(O)C=Cc1ccccc1, Oc1cccc2[nH]nnc12. Product: COc1ccc(C2CCN(C(=O)C=Cc3ccccc3)CC2)cc1OC1CCCC1. RXN SMILES: [CH3:12][N:13]([CH3:14])[CH2:15][CH2:16][CH2:17][N:18]=[C:19]=[N:20][CH2:21][CH3:22].[CH:33]1([O:38][c:39]2[cH:40][c:41]([CH:47]3[CH2:48][CH2:49][NH:50][CH2:51][CH2:52]3)[cH:42][cH:43][c:44]2[O:45][CH3:46])[CH2:34][CH2:35][CH2:36][CH2:37]1.[Cl:53][CH2:54][Cl:55].[OH:1][C:2](=[O:3])[CH:4]=[CH:5][c:6]1[cH:7][cH:8][cH:9][cH:10][cH:11]1.[OH:23][c:24]1[c:25]2[n:26][n:27][nH:28][c:29]2[cH:30][cH:31][cH:32]1>>[C:2](=[O:3])([CH:4]=[CH:5][c:6]1[cH:7][cH:8][cH:9][cH:10][cH:11]1)[N:50]1[CH2:49][CH2:48][CH:47]([c:41]2[cH:40][c:39]([O:38][CH:33]3[CH2:34][CH2:35][CH2:36][CH2:37]3)[c:44]([O:45][CH3:46])[cH:43][cH:42]2)[CH2:52][CH2:51]1. Starting materials: [H-].[Na+] (Sodium hydride), OCC1CCC(CC1)O (4-hydroxymethyl-cyclohexanol), ClC1=NC=NC2=CC=C(C=C12)OC (4-chloro-6-methoxy-quinazoline). Run in CN(C)C=O (DMF), CN(C)C=O (DMF). Reaction conditions: temperature 40 celsius, time 20 minute. Product: COC=1C=C2C(=NC=NC2=CC1)OCC1CCC(CC1)O (4-(6-Methoxy-quinazolin-4-yloxymethyl)-cyclohexanol). Reaction SMILES: [H-].[Na+].[OH:3][CH2:4][CH:5]1[CH2:10][CH2:9][CH:8]([OH:11])[CH2:7][CH2:6]1.Cl[C:13]1[C:22]2[C:17](=[CH:18][CH:19]=[C:20]([O:23][CH3:24])[CH:21]=2)[N:16]=[CH:15][N:14]=1>CN(C=O)C>[CH3:24][O:23][C:20]1[CH:21]=[C:22]2[C:17](=[CH:18][CH:19]=1)[N:16]=[CH:15][N:14]=[C:13]2[O:3][CH2:4][CH:5]1[CH2:10][CH2:9][CH:8]([OH:11])[CH2:7][CH2:6]1 |f:0.1|. Procedure: Sodium hydride (79 mg (1.5 eq.) was added at 0° C. to a solution of 4-hydroxymethyl-cyclohexanol (3 g, 12 mmol, synthesised analogously to J. Org. Chem. 1994 59 p. 2748–2761) in DMF (30 ml). After 20 minutes, a solution of 4-chloro-6-methoxy-quinazoline (1.94 g, 10 mmol) in DMF (10 ml) was added and the reaction mixture was heated to 40° C. After a further 2 hours, the reaction mixture was concentrated to dryness. The residue was diluted with water (100 ml) and ethyl acetate (100 ml), the phases... The reactants are NC=1C=C(C=NC1)C#N (5-amino-3-cyanopyridine), [H-].[Na+] (NaH), CN(C)C=O (DMF), CI (Methyl iodide), CN(C)C=O (DMF). Reaction conditions: time 20 minute. Yields the product C(#N)C=1C=NC=C(C1)N(C)C (3-cyano-5-dimethylaminopyridine). Isolated yield 23.0%. RXN SMILES: NC1[CH:3]=[C:4]([C:8]#[N:9])[CH:5]=[N:6][CH:7]=1.[H-].[Na+].CI.[CH3:14][N:15]([CH:17]=O)[CH3:16]>>[C:8]([C:4]1[CH:5]=[N:6][CH:7]=[C:17]([N:15]([CH3:16])[CH3:14])[CH:3]=1)#[N:9] |f:1.2|. Procedure details: To a solution of 5-amino-3-cyanopyridine (0.50 g, 4.20 mmol) in DMF (5 ml) was added NaH (60% in oil) (0.37 g, 9.26 mmol) under ice-cooling, and the mixture was stirred for 20 minutes. Methyl iodide (0.58 ml, 9.31 mmol) in DMF (2 ml) was added dropwise under ice-cooling. The mixture was stirred for 2 hours while the temperature was raised up to room temperature. Ice was added to the reaction mixture, and the mixture was extracted with diethyl ether (30 ml×3). The diethyl ether layer was washed w... The reactants are [Br-], O=C([O-])[O-], CCOC(=O)Cc1cccc(NC(=O)c2ccc(Br)o2)c1, CCCC[N+](CCCC)(CCCC)CCCC, COc1ccc(B(O)O)cc1, [K+], [K+], O, [Pd]. Product: CCOC(=O)Cc1cccc(NC(=O)c2ccc(-c3ccc(OC)cc3)o2)c1. RXN SMILES: [Br-:39].[C:33](=[O:34])([O-:35])[O-:36].[CH2:1]([CH3:2])[O:3][C:4]([CH2:5][c:6]1[cH:7][c:8]([NH:12][C:13](=[O:14])[c:15]2[o:16][c:17]([Br:20])[cH:18][cH:19]2)[cH:9][cH:10][cH:11]1)=[O:21].[CH2:40]([N+:41]([CH2:42][CH2:43][CH2:44][CH3:45])([CH2:46][CH2:47][CH2:48][CH3:49])[CH2:50][CH2:51][CH2:52][CH3:53])[CH2:54][CH2:55][CH3:56].[CH3:22][O:23][c:24]1[cH:25][cH:26][c:27]([B:30]([OH:31])[OH:32])[cH:28][cH:29]1.[K+:37].[K+:38].[OH2:57].[Pd:58]>>[CH2:1]([CH3:2])[O:3][C:4]([CH2:5][c:6]1[cH:7][c:8]([NH:12][C:13](=[O:14])[c:15]2[o:16][c:17](-[c:27]3[cH:26][cH:25][c:24]([O:23][CH3:22])[cH:29][cH:28]3)[cH:18][cH:19]2)[cH:9][cH:10][cH:11]1)=[O:21]. Reactants: CC1CN(C(=O)OC(C)(C)C)CCN1c1nccnc1Cl, CC(C)(C)CCCC[O-], CC(C)(C)O, [K+], O, OCc1ccncc1. The product is CC1CN(C(=O)OC(C)(C)C)CCN1c1nccnc1OCc1ccncc1. As a reaction SMILES: [C:1]([CH3:2])([CH3:3])([CH3:4])[O:5][C:6](=[O:7])[N:8]1[CH2:9][CH:10]([CH3:21])[N:11]([c:14]2[n:15][cH:16][cH:17][n:18][c:19]2[Cl:20])[CH2:12][CH2:13]1.[C:30]([CH2:31][CH2:32][CH2:33][CH2:34][O-:35])([CH3:36])([CH3:37])[CH3:38].[C:40]([OH:41])([CH3:42])([CH3:43])[CH3:44].[K+:39].[OH2:45].[n:22]1[cH:23][cH:24][c:25]([CH2:28][OH:29])[cH:26][cH:27]1>>[C:1]([CH3:2])([CH3:3])([CH3:4])[O:5][C:6](=[O:7])[N:8]1[CH2:9][CH:10]([CH3:21])[N:11]([c:14]2[n:15][cH:16][cH:17][n:18][c:19]2[O:29][CH2:28][c:25]2[cH:24][cH:23][n:22][cH:27][cH:26]2)[CH2:12][CH2:13]1. Reactants: CN(CC(CC(O)CO)(c1ccc(Cl)c(Cl)c1)N(C)C(=O)OC(C)(C)C)C(=O)CC(F)(F)F, [O-][I+3]([O-])([O-])[O-], [Na+], C1CCOC1, O. The product is CN(CC(CC=O)(c1ccc(Cl)c(Cl)c1)N(C)C(=O)OC(C)(C)C)C(=O)CC(F)(F)F. Reaction SMILES: [C:1]([CH3:2])([CH3:3])([CH3:4])[O:5][C:6]([N:7]([CH3:8])[C:9]([CH2:10][CH:11]([CH2:12][OH:13])[OH:14])([CH2:15][N:16]([C:17]([CH2:18][C:19]([F:20])([F:21])[F:22])=[O:23])[CH3:24])[c:25]1[cH:26][c:27]([Cl:32])[c:28]([Cl:31])[cH:29][cH:30]1)=[O:33].[I+3:34]([O-:35])([O-:36])([O-:37])[O-:38].[Na+:39].[O:40]1[CH2:41][CH2:42][CH2:43][CH2:44]1.[OH2:45]>>[C:1]([CH3:2])([CH3:3])([CH3:4])[O:5][C:6]([N:7]([CH3:8])[C:9]([CH2:10][CH:11]=[O:14])([CH2:15][N:16]([C:17]([CH2:18][C:19]([F:20])([F:21])[F:22])=[O:23])[CH3:24])[c:25]1[cH:26][c:27]([Cl:32])[c:28]([Cl:31])[cH:29][cH:30]1)=[O:33].